Dataset: the Open Reaction Database (ORD), a public repository of structured organic reaction records. Task: describe an organic reaction: reactants, conditions, products, and yield Starting materials: CNc1ccccc1[N+](=O)[O-], CCO, CCOCC, [Ca+2], [Cl-], [Cl-], Nc1ccc(F)cc1N, O. Yields the product CNc1ccccc1N. Reaction SMILES: [CH3:14][NH:15][c:16]1[c:17]([N+:22]([O-:23])=[O:24])[cH:18][cH:19][cH:20][cH:21]1.[CH3:25][CH2:26][OH:27].[CH3:28][CH2:29][O:30][CH2:31][CH3:32].[Ca+2:2].[Cl-:1].[Cl-:3].[F:5][c:6]1[cH:7][cH:8][c:9]([NH2:10])[c:11]([NH2:12])[cH:13]1.[OH2:4]>>[CH3:14][NH:15][c:16]1[c:17]([NH2:22])[cH:18][cH:19][cH:20][cH:21]1. Starting materials: C(C)(C)(C)[SiH2]OC(C1=CN=CN1C1C(C(C2=CC=CC=C12)=O)(C)C)(C)C (3-[5-(tert-butyl-dimethyl-silanyloxymethyl)-imidazol-1-yl]-2,2-dimethyl-indan-1-one), C(C)ON (O-ethyl-hydroxylamine), solution, [F-].C(CCC)[N+](CCCC)(CCCC)CCCC (tetrabutylammonium fluoride), C1CCOC1 (THF), N1=CC=CC=C1 (pyridine), Cl (HCl). Run in C(C)O (ethanol), [NH4+].[Cl-] (NH4Cl), C(C)(=O)OCC (ethyl acetate). Run at time 1 hour. The product is C(C)ON=C1C(C(C2=CC=CC=C12)N1C=NC=C1CO)(C)C (3-(5-hydroxymethyl-imidazol-1-yl)-2,2-dimethyl-indan-1-one O-ethyl-oxime). As a reaction SMILES: C([SiH2][O:6][C:7](C)(C)[C:8]1[N:12]([CH:13]2[C:21]3[C:16](=[CH:17][CH:18]=[CH:19][CH:20]=3)[C:15](=O)[C:14]2([CH3:24])[CH3:23])[CH:11]=[N:10][CH:9]=1)(C)(C)C.N1C=CC=CC=1.Cl.[CH2:34]([O:36][NH2:37])[CH3:35].[F-].C([N+](CCCC)(CCCC)CCCC)CCC.C1COCC1>C(O)C.[NH4+].[Cl-].C(OCC)(=O)C>[CH2:34]([O:36][N:37]=[C:15]1[C:16]2[C:21](=[CH:20][CH:19]=[CH:18][CH:17]=2)[CH:13]([N:12]2[C:8]([CH2:7][OH:6])=[CH:9][N:10]=[CH:11]2)[C:14]1([CH3:24])[CH3:23])[CH3:35] |f:4.5,8.9|. Reported procedure: To a solution of 3-[5-(tert-butyl-dimethyl-silanyloxymethyl)-imidazol-1-yl]-2,2-dimethyl-indan-1-one (1.07 g, 2.9 mmol), which can be prepared as described in Example 21, in ethanol (30 mL) is added pyridine (4.7 mL, 58 mmol) followed by the HCl salt of O-ethyl-hydroxylamine (850 mg, 8.7 mmol). The reaction is then heated at reflux for 1 hour, at which time it is cooled to room temperature and concentrated to near dryness. The resulting residue is diluted with ethyl acetate and washed with satur... The reactants are N1CCNCC1 (piperazine), CC(C)([O-])C.[K+] (potassium t-butoxide), ClC1=NC=CC2=CC=NC=C12 (1-chloro-2,7-naphthyridine). Run in C(C)(C)(C)O (t-butanol), C(C)(C)(C)O (t-butanol). Conditions: time 8 hour. Yields the product N1(CCNCC1)C1=NC=CC2=CC=NC=C12 (1-Piperazinyl-2,7-naphthyridine). Isolated yield 63.9%. As a reaction SMILES: [NH:1]1[CH2:6][CH2:5][NH:4][CH2:3][CH2:2]1.CC(C)([O-])C.[K+].Cl[C:14]1[C:23]2[C:18](=[CH:19][CH:20]=[N:21][CH:22]=2)[CH:17]=[CH:16][N:15]=1>C(O)(C)(C)C>[N:1]1([C:14]2[C:23]3[C:18](=[CH:19][CH:20]=[N:21][CH:22]=3)[CH:17]=[CH:16][N:15]=2)[CH2:6][CH2:5][NH:4][CH2:3][CH2:2]1 |f:1.2|. Procedure: A solution of piperazine (5.5 g, 64 mmol) in t-butanol (50 mL) was treated with potassium t-butoxide (0.9 g, 8 mmol) in one portion. After stirring for 10 minutes at 40° C. a solution of 1-chloro-2,7-naphthyridine (1.2 g, 7.3 mmol) in 10 mL of t-butanol was added. Stirring was continued overnight at 40° C. after which the solvent was removed in vacuo. The residue was purified by flash chromatography (silica gel 60 Merck, methylene chloride-methanol-ammonia 9:1:0.125) to give the product (1.0 g, ...